From a dataset of the Open Reaction Database (ORD), a public repository of structured organic reaction records. describe an organic reaction: reactants, conditions, products, and yield The reactants are CCCNCCOC, CS(=O)(=O)OCCC1OC(=C2C(=O)Nc3ccccc32)c2ccccc21, C1COCCO1. Yields the product CCCN(CCOC)CCC1OC(=C2C(=O)Nc3ccccc32)c2ccccc21. Reaction SMILES: [CH3:27][O:28][CH2:29][CH2:30][NH:31][CH2:32][CH2:33][CH3:34].[O:1]=[C:2]1[NH:3][c:4]2[cH:5][cH:6][cH:7][cH:8][c:9]2[C:10]1=[C:11]1[O:12][CH:13]([CH2:20][CH2:21][O:22][S:23]([CH3:24])(=[O:25])=[O:26])[c:14]2[cH:15][cH:16][cH:17][cH:18][c:19]21.[O:35]1[CH2:36][CH2:40][O:39][CH2:38][CH2:37]1>>[O:1]=[C:2]1[NH:3][c:4]2[cH:5][cH:6][cH:7][cH:8][c:9]2[C:10]1=[C:11]1[O:12][CH:13]([CH2:20][CH2:36][N:31]([CH2:30][CH2:29][O:28][CH3:27])[CH2:32][CH2:33][CH3:34])[c:14]2[cH:15][cH:16][cH:17][cH:18][c:19]21. Product: C(C)N(CC)CC1=C(C(=CC(=C1)C)C1=CC=CC=2NN=NC21)O (2-diethylaminomethyl-4-methyl-6-benzotriazolylphenol). Run in C(CCC)O (butanol). Yield: 96.8%. Procedure: 22.5 g of 4-methyl-6-benzotriazolylphenol, 11.0 g of diethylamine and 5.2 g of paraformaldehyde were dissolved in 25 ml of butanol, and heated to a temperature of 95° to 105° C. at which the solution was allowed to undergo reaction under reflux for about 24 hours. After the reaction, the solvent was removed from the reaction product under reduced pressure to obtain 30 g of 2-diethylaminomethyl-4-methyl-6-benzotriazolylphenol (a Mannich base compound). Starting materials: CC1=CC=C(C(=C1)C1=CC=CC=2NN=NC21)O (4-methyl-6-benzotriazolylphenol), C(C)NCC (diethylamine), C=O (paraformaldehyde). RXN SMILES: [CH3:1][C:2]1[CH:7]=[C:6]([C:8]2[C:16]3[N:15]=[N:14][NH:13][C:12]=3[CH:11]=[CH:10][CH:9]=2)[C:5]([OH:17])=[CH:4][CH:3]=1.[CH2:18]([NH:20][CH2:21][CH3:22])[CH3:19].[CH2:23]=O>C(O)CCC>[CH2:18]([N:20]([CH2:23][C:4]1[CH:3]=[C:2]([CH3:1])[CH:7]=[C:6]([C:8]2[C:16]3[N:15]=[N:14][NH:13][C:12]=3[CH:11]=[CH:10][CH:9]=2)[C:5]=1[OH:17])[CH2:21][CH3:22])[CH3:19].